This data is from the Open Reaction Database (ORD), a public repository of structured organic reaction records. The task is: describe an organic reaction: reactants, conditions, products, and yield Reactants: NH4OAc, CN1C(=C(C2=CC=C(C=C12)OC(C1=CC=C(C=C1)Cl)=O)C(C1=CC=C(C=C1)Cl)=O)CC(C(=O)OC)(C)C (Methyl 3-[N-methyl-6-(p-chlorobenzoyloxy)-3-(p-chlorobenzoyl)indol-2-yl]-2,2-dimethylpropanoate), solution, C[O-].[Na+] (NaOMe). Solvent: CO (MeOH), CO (MeOH). Run at time 2 hour. Product: CN1C(=C(C2=CC=C(C=C12)O)C(C1=CC=C(C=C1)Cl)=O)CC(C(=O)OC)(C)C (Methyl 3-[N-methyl-3-(p-chlorobenzoyl)-6-hydroxyindol-2-yl]-2,2-dimethylpropanoate). Reaction SMILES: [CH3:1][N:2]1[C:10]2[C:5](=[CH:6][CH:7]=[C:8]([O:11]C(=O)C3C=CC(Cl)=CC=3)[CH:9]=2)[C:4]([C:21](=[O:29])[C:22]2[CH:27]=[CH:26][C:25]([Cl:28])=[CH:24][CH:23]=2)=[C:3]1[CH2:30][C:31]([CH3:37])([CH3:36])[C:32]([O:34][CH3:35])=[O:33].C[O-].[Na+]>CO>[CH3:1][N:2]1[C:10]2[C:5](=[CH:6][CH:7]=[C:8]([OH:11])[CH:9]=2)[C:4]([C:21](=[O:29])[C:22]2[CH:23]=[CH:24][C:25]([Cl:28])=[CH:26][CH:27]=2)=[C:3]1[CH2:30][C:31]([CH3:37])([CH3:36])[C:32]([O:34][CH3:35])=[O:33] |f:1.2|. Procedure details: To a suspension of 270 mg of the p-chlorobenzoate from Step D in 3 mL of MeOH was added 1.2 mL of a solution of 1.3M NaOMe in MeOH and the mixture was stirred at R.T. for 2 hr. The reaction mixture was poured onto 25% aq. NH4OAc and extracted with ethyl acetate. The organic extract was dried over Na2SO4, evaporated to dryness and the residue chromatographed on flash silica gel using ethyl acetate:hexane (40:60) as eluant to afford the title compound as a yellow foam. Reactants: CC#N, O=[N+]([O-])O, NC(=O)c1cnccn1. Product: O=[N+]([O-])O, NC(=O)c1cnccn1. Reaction SMILES: [CH3:14][C:15]#[N:16].[OH:10][N+:11]([O-:12])=[O:13].[n:1]1[c:2]([C:7](=[O:8])[NH2:9])[cH:3][n:4][cH:5][cH:6]1>>[O:10]=[N+:11]([OH:12])[O-:13].[n:1]1[c:2]([C:7](=[O:8])[NH2:9])[cH:3][n:4][cH:5][cH:6]1.